Dataset: the Open Reaction Database (ORD), a public repository of structured organic reaction records. Task: describe an organic reaction: reactants, conditions, products, and yield Yields the product CC1=C(C(=C2C(=N1)N=C(N2)CCC)C)NC(CCC)=O (5,7-dimethyl-2-propyl-6-[(1-oxobutyl)amino]imidazo[4,5-b]pyridine). RXN SMILES: [NH2:1][C:2]1[C:7]([N+:8]([O-])=O)=[C:6]([CH3:11])[C:5]([N+:12]([O-])=O)=[C:4]([CH3:15])[N:3]=1.[C:16]([OH:21])(=O)[CH2:17][CH2:18][CH3:19]>>[CH3:15][C:4]1[N:3]=[C:2]2[N:1]=[C:15]([CH2:4][CH2:5][CH3:6])[NH:8][C:7]2=[C:6]([CH3:11])[C:5]=1[NH:12][C:16](=[O:21])[CH2:17][CH2:18][CH3:19]. Reactants: NC1=NC(=C(C(=C1[N+](=O)[O-])C)[N+](=O)[O-])C (2-amino-4,6-dimethyl-3,5-dinitropyridine), C(CCC)(=O)O (butyric acid). Reported procedure: The title compound is prepared using the method outlined in Example 5 step 2 starting with 2-amino-4,6-dimethyl-3,5-dinitropyridine in the place of 2-amino-6-methylpyridine and butyric acid in the place of valeric acid. Run at time 24 hour. Reactants: C(CCCCCC)N1C(C(=C(C2=CC=CC=C12)O)C(=O)OCC)=O (1-Heptyl-3-Ethoxycarbonyl-4-Hydroxy-2(1H)-Quinolinone), C[O-].[Na+] (sodium methoxide), NO (hydroxylamine). Product: C(CCCCCC)N1C(C(=C(C2=CC=CC=C12)O)C(=O)NO)=O (1-Heptyl-3-Hydroxyaminocarbonyl-4-Hydroxy-2(1H)-Quinolinone). Isolated yield 40.0%. As a reaction SMILES: [CH2:1]([N:8]1[C:17]2[C:12](=[CH:13][CH:14]=[CH:15][CH:16]=2)[C:11]([OH:18])=[C:10]([C:19](OCC)=[O:20])[C:9]1=[O:24])[CH2:2][CH2:3][CH2:4][CH2:5][CH2:6][CH3:7].C[O-].[Na+].[NH2:28][OH:29]>CO>[CH2:1]([N:8]1[C:17]2[C:12](=[CH:13][CH:14]=[CH:15][CH:16]=2)[C:11]([OH:18])=[C:10]([C:19]([NH:28][OH:29])=[O:20])[C:9]1=[O:24])[CH2:2][CH2:3][CH2:4][CH2:5][CH2:6][CH3:7] |f:1.2|. Reported procedure: A round-bottomed flask was charged with the product from step (1) (493 mg, 1.49 mmole), sodium methoxide (208 mg, 3.85 mmole), hydroxylamine (278 mg, 4.0 mmole) and methanol (10 mL). The reaction was stirred for 24 hrs and the precipitated product was collected by filtration, washed with water and dried in vacuo to give the title compound (40% yield). That the expected product was obtained was confirmed by the spectral data: M.S. (FAB): m/e 319 (M·+ +H); NMR (DMSO-d6): δ8.25 (1 H, d), 7.85 (1H, ... Solvent: CO (methanol). The reactants are C1CCOC1, COCOc1c(OC)cc(C(=O)OC)cc1C(F)(F)F, CCOC(C)=O. The product is COC(=O)c1cc(OC)c(O)c(C(F)(F)F)c1. RXN SMILES: [CH2:21]1[O:22][CH2:23][CH2:24][CH2:25]1.[CH3:1][O:2][C:3]([c:4]1[cH:5][c:6]([O:18][CH3:19])[c:7]([O:14][CH2:15][O:16][CH3:17])[c:8]([C:10]([F:11])([F:12])[F:13])[cH:9]1)=[O:20].[CH3:26][CH2:27][O:28][C:29](=[O:30])[CH3:31]>>[CH3:1][O:2][C:3]([c:4]1[cH:5][c:6]([O:18][CH3:19])[c:7]([OH:14])[c:8]([C:10]([F:11])([F:12])[F:13])[cH:9]1)=[O:20]. As a reaction SMILES: [Br-:24].[CH3:14][CH2:15][CH2:16][CH2:17][CH2:18][CH3:19].[CH3:20][S:21]([CH3:22])=[O:23].[CH3:25][P+:26]([c:27]1[cH:28][cH:29][cH:30][cH:31][cH:32]1)([c:33]1[cH:34][cH:35][cH:36][cH:37][cH:38]1)[c:39]1[cH:40][cH:41][cH:42][cH:43][cH:44]1.[F:3][c:4]1[c:5]([O:12][CH3:13])[c:6]([CH:7]=[O:8])[cH:9][cH:10][cH:11]1.[H-:1].[Na+:2]>>[F:3][c:4]1[c:5]([O:12][CH3:13])[c:6]([CH:7]=[CH2:14])[cH:9][cH:10][cH:11]1. Yields the product C=Cc1cccc(F)c1OC. The reactants are [Br-], CCCCCC, CS(C)=O, C[P+](c1ccccc1)(c1ccccc1)c1ccccc1, COc1c(F)cccc1C=O, [H-], [Na+].